Dataset: the Open Reaction Database (ORD), a public repository of structured organic reaction records. Task: describe an organic reaction: reactants, conditions, products, and yield Isolated yield 88.5%. Conditions: time 30 minute. Product: O1C(=CC=C1)CSCCNC(OC1=C(C=CC=C1)O)=NS(=O)(=O)C (N-[2-[(2-furyl)methylthio]ethyl]-O-(2-hydroxyphenyl)-N'-methanesulfonylisourea). Reported procedure: 42.6 g of 2-methanesulfonylimino-1,3benzodioxole was suspended in 126 ml of methylene chloride. Thereto was dropwise added 31.4 g of 2-[(2furyl)methylthio]ethylamine at 10° to 15° C. Stirring was effected at the same temperature for 30 minutes. The reaction mixture was mixed with 250 ml of benzene and the resulting mixture was stirred at the same temperature for 30 minutes. The crystals deposited were collected by filtration to obtain 65.5 g (yield: 88%) of N-[2-[(2-furyl)methylthio]ethyl]-O-(2-... As a reaction SMILES: [CH3:1][S:2]([N:5]=[C:6]1[O:10][C:9]2[CH:11]=[CH:12][CH:13]=[CH:14][C:8]=2[O:7]1)(=[O:4])=[O:3].[O:15]1[CH:19]=[CH:18][CH:17]=[C:16]1[CH2:20][S:21][CH2:22][CH2:23][NH2:24].C1C=CC=CC=1>C(Cl)Cl>[O:15]1[CH:19]=[CH:18][CH:17]=[C:16]1[CH2:20][S:21][CH2:22][CH2:23][NH:24][C:6](=[N:5][S:2]([CH3:1])(=[O:3])=[O:4])[O:10][C:9]1[CH:11]=[CH:12][CH:13]=[CH:14][C:8]=1[OH:7]. Starting materials: CS(=O)(=O)N=C1OC2=C(O1)C=CC=C2 (2-methanesulfonylimino-1,3benzodioxole), O1C(=CC=C1)CSCCN (2-[(2furyl)methylthio]ethylamine), C1=CC=CC=C1 (benzene). Run in C(Cl)Cl (methylene chloride). The reactants are OCc1ccccc1Br, CC(C)[Si](Cl)(C(C)C)C(C)C, CN(C)C=O, O, c1c[nH]cn1. Yields the product CC(C)[Si](OCc1ccccc1Br)(C(C)C)C(C)C. As a reaction SMILES: [Br:12][c:13]1[c:14]([CH2:15][OH:16])[cH:17][cH:18][cH:19][cH:20]1.[CH:1]([CH3:2])([CH3:3])[Si:4]([CH:5]([CH3:6])[CH3:7])([CH:8]([CH3:9])[CH3:10])[Cl:11].[O:26]=[CH:27][N:28]([CH3:29])[CH3:30].[OH2:31].[nH:21]1[cH:22][cH:23][n:24][cH:25]1>>[CH:1]([CH3:2])([CH3:3])[Si:4]([CH:5]([CH3:6])[CH3:7])([CH:8]([CH3:9])[CH3:10])[O:16][CH2:15][c:14]1[c:13]([Br:12])[cH:20][cH:19][cH:18][cH:17]1. The reactants are BrC=1C(=NN2C1C=CC=C2)C2=CC=C(C=C2)F (3-bromo-2-(4-fluorophenyl)pyrazolo[1,5-a]pyridine), CSC1=CC=C(C=C1)B(O)O (4-methylsulphanyl-phenylboronic acid). The product is FC1=CC=C(C=C1)C1=NN2C(C=CC=C2)=C1C1=CC=C(C=C1)SC (2-(4-fluorophenyl)-3-[4-(methylsulfanyl)phenyl]pyrazolo[1,5-a]pyridine). Reaction SMILES: Br[C:2]1[C:3]([C:11]2[CH:16]=[CH:15][C:14]([F:17])=[CH:13][CH:12]=2)=[N:4][N:5]2[CH:10]=[CH:9][CH:8]=[CH:7][C:6]=12.[CH3:18][S:19][C:20]1[CH:25]=[CH:24][C:23](B(O)O)=[CH:22][CH:21]=1>>[F:17][C:14]1[CH:15]=[CH:16][C:11]([C:3]2[C:2]([C:23]3[CH:24]=[CH:25][C:20]([S:19][CH3:18])=[CH:21][CH:22]=3)=[C:6]3[CH:7]=[CH:8][CH:9]=[CH:10][N:5]3[N:4]=2)=[CH:12][CH:13]=1. Procedure: By using 3-bromo-2-(4-fluorophenyl)pyrazolo[1,5-a]pyridine (4.0 g, 13.8 mmol) and 4-methylsulphanyl-phenylboronic acid (3.07 g, 1.83 mmol) the title compound was obtained as a white solid (2.29 g 50%) in the manner described in Example 2. MH+: 335; NMR: (CDCl3) δ 2.53 (3H, s) 6.80 (1H, t) 7.00 (2H, t) 7.15 (1H, t) 7.25 (2H, d) 7.30 (1H, d) 7.50 (2H, d) 7.60 (2H, m) 8.50 (1H, d). Reactants: ice, ClC=1C=C(C=CC1Cl)C1CNCC2=CC(=CC=C12)OC (4-(3,4-dichlorophenyl)-7-methoxy-1,2,3,4-tetrahydroisoquinoline), C(C)(C)N(C(C)C)CC (N,N-diisopropylethylamine), [N+](=O)([O-])C1=C(C=CC=C1)S(=O)(=O)Cl (2-nitrobenzene-1-sulfonyl chloride). Solvent: ClCCl (dichloromethane), ClCCl (dichloromethane). Conditions: time 2 hour. Product: ClC=1C=C(C=CC1Cl)C1CN(CC2=CC(=CC=C12)OC)S(=O)(=O)C1=C(C=CC=C1)[N+](=O)[O-] (4-(3,4-dichlorophenyl)-7-methoxy-2-(2-nitrophenylsulfonyl)-1,2,3,4-tetrahydroisoquinoline). The yield is 79.9%. As a reaction SMILES: [Cl:1][C:2]1[CH:3]=[C:4]([CH:9]2[C:18]3[C:13](=[CH:14][C:15]([O:19][CH3:20])=[CH:16][CH:17]=3)[CH2:12][NH:11][CH2:10]2)[CH:5]=[CH:6][C:7]=1[Cl:8].C(N(CC)C(C)C)(C)C.[N+:30]([C:33]1[CH:38]=[CH:37][CH:36]=[CH:35][C:34]=1[S:39](Cl)(=[O:41])=[O:40])([O-:32])=[O:31]>ClCCl>[Cl:1][C:2]1[CH:3]=[C:4]([CH:9]2[C:18]3[C:13](=[CH:14][C:15]([O:19][CH3:20])=[CH:16][CH:17]=3)[CH2:12][N:11]([S:39]([C:34]3[CH:35]=[CH:36][CH:37]=[CH:38][C:33]=3[N+:30]([O-:32])=[O:31])(=[O:40])=[O:41])[CH2:10]2)[CH:5]=[CH:6][C:7]=1[Cl:8]. Procedure details: To an ice-cold solution of 4-(3,4-dichlorophenyl)-7-methoxy-1,2,3,4-tetrahydroisoquinoline (2.65 g, 8.6 mmol) and N,N-diisopropylethylamine (1.8 mL, 10.3 mmol) in dichloromethane (80 mL) was slowly added a solution of 2-nitrobenzene-1-sulfonyl chloride (2.1 g, 9.5 mmol) in dichloromethane (10 mL). The mixture was stirred for 2 hours and then quenched with water. The organic layer was washed with brine, dried over sodium sulfate, filtered, and concentrated. The residue was purified by column chro...